Dataset: the Open Reaction Database (ORD), a public repository of structured organic reaction records. Task: describe an organic reaction: reactants, conditions, products, and yield The reactants are CC1=NN(C(=C1)C(=O)OCC)C1=CC2=CC=CC=C2C=C1F (ethyl 3-methyl-1-(3-fluoro-2-naphthyl)-1H-pyrazole-5-carboxylate), ester, CO (methanol), O[Li].O (LiOH.H2O), O (water). Run at time 8 hour. Yields the product CC1(NN(C=C1)C1=CC2=CC=CC=C2C=C1F)C(=O)O (3-methyl-1-(3-fluoro-2-naphthyl)-1H-pyrazolecarboxylic acid). The yield is 90.0%. Reaction SMILES: [CH3:1][C:2]1[CH:6]=[C:5](C(OCC)=O)[N:4]([C:12]2[C:21]([F:22])=[CH:20][C:19]3[C:14](=[CH:15][CH:16]=[CH:17][CH:18]=3)[CH:13]=2)[N:3]=1.O[Li].[OH2:25].[OH2:26].[CH3:27]O>>[CH3:27][C:2]1([C:1]([OH:26])=[O:25])[CH:6]=[CH:5][N:4]([C:12]2[C:21]([F:22])=[CH:20][C:19]3[C:14](=[CH:15][CH:16]=[CH:17][CH:18]=3)[CH:13]=2)[NH:3]1 |f:1.2|. Procedure details: The preparation of ethyl 3-methyl-1-(3-fluoro-2-naphthyl)-1H-pyrazole-5-carboxylate was the same as that in Step 3 for Example 3. This ester (13.2 g, 44 mmol) was dissolved in 80 mL methanol. To it were added LiOH.H2O (3.7 g, 49 mmol) and 40 mL water. The mixture was stirred for overnight at room temperature. It was evaporated in vacuuo to remove methanol. The residue was acidified with 1N HCI till pH 1. The mixture was extracted with EtOAc (×4). The organic extracts were combined, dried, evapor... Starting materials: CC(C)(C)C(Cc1ccccc1)C(=O)O, NC1CCC2CN(Cc3ccccc3)CC12, CCC(C(=O)O)c1ccccc1. Product: CC(C)(C)C(Cc1ccccc1)C(=O)NC1CCC2CN(Cc3ccccc3)CC21. Reaction SMILES: [CH2:17]([c:18]1[cH:19][cH:20][cH:21][cH:22][cH:23]1)[CH:24]([C:25](=[O:26])[OH:27])[C:28]([CH3:29])([CH3:30])[CH3:31].[CH2:1]([c:2]1[cH:3][cH:4][cH:5][cH:6][cH:7]1)[N:8]1[CH2:9][CH:10]2[CH:11]([CH2:12]1)[CH:13]([NH2:16])[CH2:14][CH2:15]2.[c:32]1([CH:33]([CH2:34][CH3:35])[C:36]([OH:37])=[O:38])[cH:39][cH:40][cH:41][cH:42][cH:43]1>>[CH2:1]([c:2]1[cH:3][cH:4][cH:5][cH:6][cH:7]1)[N:8]1[CH2:9][CH:10]2[CH:11]([CH2:12]1)[CH:13]([NH:16][C:25]([CH:24]([CH2:17][c:18]1[cH:19][cH:20][cH:21][cH:22][cH:23]1)[C:28]([CH3:29])([CH3:30])[CH3:31])=[O:26])[CH2:14][CH2:15]2. The reactants are COCC1CCCN1, Cc1ccc(Oc2ccc(Nc3ncnc4[nH]nc(OCCCl)c34)cc2Cl)cn1. The product is COCC1CCCN1CCOc1n[nH]c2ncnc(Nc3ccc(Oc4ccc(C)nc4)c(Cl)c3)c12. RXN SMILES: [CH3:30][O:31][CH2:32][CH:33]1[NH:34][CH2:35][CH2:36][CH2:37]1.[Cl:1][CH2:2][CH2:3][O:4][c:5]1[n:6][nH:7][c:8]2[n:9][cH:10][n:11][c:12]([NH:14][c:15]3[cH:16][c:17]([Cl:29])[c:18]([O:21][c:22]4[cH:23][n:24][c:25]([CH3:28])[cH:26][cH:27]4)[cH:19][cH:20]3)[c:13]12>>[CH2:2]([CH2:3][O:4][c:5]1[n:6][nH:7][c:8]2[n:9][cH:10][n:11][c:12]([NH:14][c:15]3[cH:16][c:17]([Cl:29])[c:18]([O:21][c:22]4[cH:23][n:24][c:25]([CH3:28])[cH:26][cH:27]4)[cH:19][cH:20]3)[c:13]12)[N:34]1[CH:33]([CH2:32][O:31][CH3:30])[CH2:37][CH2:36][CH2:35]1. The reactants are Cl.Cl.N1C=NC(=C1)CN1CCN(CC2=C1C=C(C=C2)N)C(=O)C2=CC=CC1=CC=CC=C21 (2,3,4,5-Tetrahydro-1-(1H-imidazol-4-ylmethyl)-4-(1-naphthalenylcarbonyl)-8-amino-1H-1,4-benzodiazepine, dihydrochloride), CN1C(C(=O)O)CCCC1 (N-methyl-pipecolic acid). Product: Cl.Cl.Cl.CN1C(CCCC1)C(=O)NC1=CC2=C(CN(CCN2CC=2N=CNC2)C(=O)C2=CC=CC3=CC=CC=C23)C=C1 (1-Methyl-N-[2,3,4,5-tetrahydro-1-(1H-imidazol-4-ylmethyl)-4-(1-naphthalenylcarbonyl)-1H-1,4-benzodiazepin-8-yl]-2-piperidinecarboxamide, trihydrochloride). As a reaction SMILES: [ClH:1].Cl.[NH:3]1[CH:7]=[C:6]([CH2:8][N:9]2[C:15]3[CH:16]=[C:17]([NH2:20])[CH:18]=[CH:19][C:14]=3[CH2:13][N:12]([C:21]([C:23]3[C:32]4[C:27](=[CH:28][CH:29]=[CH:30][CH:31]=4)[CH:26]=[CH:25][CH:24]=3)=[O:22])[CH2:11][CH2:10]2)[N:5]=[CH:4]1.[CH3:33][N:34]1[CH2:42][CH2:41][CH2:40][CH2:39][CH:35]1[C:36](O)=[O:37]>>[ClH:1].[ClH:1].[ClH:1].[CH3:33][N:34]1[CH2:42][CH2:41][CH2:40][CH2:39][CH:35]1[C:36]([NH:20][C:17]1[CH:18]=[CH:19][C:14]2[CH2:13][N:12]([C:21]([C:23]3[C:32]4[C:27](=[CH:28][CH:29]=[CH:30][CH:31]=4)[CH:26]=[CH:25][CH:24]=3)=[O:22])[CH2:11][CH2:10][N:9]([CH2:8][C:6]3[N:5]=[CH:4][NH:3][CH:7]=3)[C:15]=2[CH:16]=1)=[O:37] |f:0.1.2,4.5.6.7|. Procedure: Example 90 was prepared as a light yellow solid from Example 26 and N-methyl-pipecolic acid as described for Example 62. The reactants are BrC=1C=CC(=NC1)C([C@@H](C)OC1OCCCC1)=O ((2R)-1-(5-bromopyridin-2-yl)-2-((tetrahydro-2H-pyran-2-yl)oxy)propan-1-one), petroleum ether ethyl acetate, CS(=O)(=O)O (methylsulfonic acid). The solvent is C(C)(C)O (isopropanol). Run at time 5 hour. Yields the product petroleum ether ethyl acetate, BrC=1C=CC(=NC1)C([C@@H](C)O)=O ((R)-1-(5-bromopyridin-2-yl)-2-hydroxylpropan-1-one). Yield: 54.8%. RXN SMILES: [Br:1][C:2]1[CH:3]=[CH:4][C:5]([C:8](=[O:18])[C@H:9]([O:11]C2CCCCO2)[CH3:10])=[N:6][CH:7]=1.CS(O)(=O)=O>C(O)(C)C>[Br:1][C:2]1[CH:3]=[CH:4][C:5]([C:8](=[O:18])[C@H:9]([OH:11])[CH3:10])=[N:6][CH:7]=1. Reported procedure: Compound 1a (4.0 g, 12.7 mmol) was dissolved in isopropanol (50 mL), and methylsulfonic acid (1.8 g, 18.5 mmol) was added. The reaction was agitated at room temperature for 5 hrs. The reaction was monitored by TLC (petroleum ether/ethyl acetate=5/1). After the reaction completed, the solvent and excess methylsulfonic acid was removed by evaporation. The mixture was then diluted with water. The pH value was adjusted to 7-8 with saturated NaHCO3 solution. The mixture was extracted by ethyl acetate...